This data is from the Open Reaction Database (ORD), a public repository of structured organic reaction records. The task is: describe an organic reaction: reactants, conditions, products, and yield Starting materials: c1ccc2c(c1)CCN2, CC(=O)OC(C)=O, CC(=O)O, O. Yields the product CC(=O)N1CCc2ccccc21. As a reaction SMILES: [CH2:1]1[CH2:2][c:3]2[cH:4][cH:5][cH:6][cH:7][c:8]2[NH:9]1.[CH3:10][C:11](=[O:12])[O:13][C:14](=[O:15])[CH3:16].[CH3:18][C:19](=[O:20])[OH:21].[OH2:17]>>[CH2:1]1[CH2:2][c:3]2[cH:4][cH:5][cH:6][cH:7][c:8]2[N:9]1[C:11]([CH3:10])=[O:12]. The reactants are C(Cl)Cl (methylene chloride), C([O-])(O)=O.[Na+] (sodium bicarbonate), Cl.NC1=C(SC=C1C)C(=O)OC(C)C (i-propyl 3-amino-4-methyl-thiophene-2-carboxylate hydrochloride). Run in O (water). Reaction conditions: time 8 hour. Yields the product Cl.NC1=C(SC=C1Cl)C(=O)OC(C)C (i-propyl 3-amino-4-chloro-thiophene-2-carboxylate hydrochloride). Reaction SMILES: Cl.[NH2:2][C:3]1C(C)=[CH:6][S:5][C:4]=1[C:9]([O:11][CH:12]([CH3:14])[CH3:13])=[O:10].[CH2:15]([Cl:17])[Cl:16].C(=O)(O)[O-].[Na+]>O>[ClH:16].[NH2:2][C:3]1[C:15]([Cl:17])=[CH:6][S:5][C:4]=1[C:9]([O:11][CH:12]([CH3:14])[CH3:13])=[O:10] |f:0.1,3.4,6.7|. Reported procedure: 11.75 g (50 mmol) of i-propyl 3-amino-4-methyl-thiophene-2-carboxylate hydrochloride are dissolved in 100 ml of water. 150 ml of methylene chloride are added to this solution, and sodium bicarbonate is then added a little at a time until a pH of 7 has been exceeded. The mixture is stirred for 8 hours and the organic phase is separated off, washed with water, dried with magnesium sulphate and filtered. The filtrate is concentrated using water pump vacuum and the amorphous residue is crystallized ...